This data is from the Open Reaction Database (ORD), a public repository of structured organic reaction records. The task is: describe an organic reaction: reactants, conditions, products, and yield The reactants are N1=CC(=CC=C1)OC1=CC=C(C=C1)/C=C/C(=O)OCC (ethyl (E)-3-[4-(pyridin-3-yloxy)phenyl]acrylate), [H][H] (hydrogen). Reagents/catalysts: [C].[Pd] (palladium-carbon). The solvent is C(C)O (ethanol). Yields the product N1=CC(=CC=C1)OC1=CC=C(C=C1)CCC(=O)OCC (ethyl 3-[4-(pyridin-3-yloxy)phenyl]propionate). The yield is 99.0%. RXN SMILES: [N:1]1[CH:6]=[CH:5][CH:4]=[C:3]([O:7][C:8]2[CH:13]=[CH:12][C:11](/[CH:14]=[CH:15]/[C:16]([O:18][CH2:19][CH3:20])=[O:17])=[CH:10][CH:9]=2)[CH:2]=1.[H][H]>C(O)C.[C].[Pd]>[N:1]1[CH:6]=[CH:5][CH:4]=[C:3]([O:7][C:8]2[CH:13]=[CH:12][C:11]([CH2:14][CH2:15][C:16]([O:18][CH2:19][CH3:20])=[O:17])=[CH:10][CH:9]=2)[CH:2]=1 |f:3.4|. Procedure details: In 20 ml of ethanol was dissolved 2.0 g of ethyl (E)-3-[4-(pyridin-3-yloxy)phenyl]acrylate, and to the resulting solution was added 1.0 g of 5% palladium-carbon, after which the resulting mixture was stirred in a hydrogen atmosphere at room temperature for 5 hours. The reaction mixture was filtered and the filtrate thus obtained was concentrated under reduced pressure to obtain 2.0 g (yield 99%) of colorless, oily ethyl 3-[4-(pyridin-3-yloxy)phenyl]propionate. Reactants: OCC=Cc1ccc(Br)cc1, CC(=O)OC(C)=O. Yields the product CC(=O)OCC=Cc1ccc(Br)cc1. Reaction SMILES: [Br:1][c:2]1[cH:3][cH:4][c:5]([CH:8]=[CH:9][CH2:10][OH:11])[cH:6][cH:7]1.[CH3:12][C:13](=[O:14])[O:15][C:16](=[O:17])[CH3:18]>>[Br:1][c:2]1[cH:3][cH:4][c:5]([CH:8]=[CH:9][CH2:10][O:11][C:13]([CH3:12])=[O:14])[cH:6][cH:7]1. Starting materials: ClCC1=CC=C(C=C1)C1=CC=C(C=C1)CCl (4,4′-bis(chloromethyl)-1,1′-biphenyl), CC=1C=CC(=CC1)C (p-xylene). The reagents and catalysts are [Ti](Cl)(Cl)(Cl)Cl (titanium tetrachloride). Run in C(C)O (ethanol). The product is CC1=C(CC2=CC=C(C=C2)C2=CC=C(C=C2)CC2=C(C=CC(=C2)C)C)C=C(C=C1)C (4,4′-bis(2,5-dimethylbenzyl)-1,1′-biphenyl). RXN SMILES: Cl[CH2:2][C:3]1[CH:8]=[CH:7][C:6]([C:9]2[CH:14]=[CH:13][C:12]([CH2:15]Cl)=[CH:11][CH:10]=2)=[CH:5][CH:4]=1.[CH3:17][C:18]1[CH:19]=[CH:20][C:21]([CH3:24])=[CH:22][CH:23]=1>[Ti](Cl)(Cl)(Cl)Cl.C(O)C>[CH3:17][C:18]1[CH:23]=[CH:22][C:21]([CH3:24])=[CH:20][C:19]=1[CH2:2][C:3]1[CH:8]=[CH:7][C:6]([C:9]2[CH:14]=[CH:13][C:12]([CH2:15][C:4]3[CH:5]=[C:6]([CH3:9])[CH:7]=[CH:8][C:3]=3[CH3:2])=[CH:11][CH:10]=2)=[CH:5][CH:4]=1. Procedure details: A 100mL flask was charged with 4,4′-bis(chloromethyl)-1,1′-biphenyl (1.0 g) and p-xylene (25 mL). To the clear solution stirring at room temperature was added titanium tetrachloride (6 drops) and the mixture instantly became dark brown. After stirring overnight at room temperature, ethanol (2mL) was added to kill the catalyst, and the mixture became a light, cream colored suspension. The mixture was transferred to a separatory funnel and washed with dilute aqueous HCl followed by saturated aqueo... Reactants: CCOC(=O)CCN(C)CC(C(=O)OC)c1cc(OC)c(CC)c(OC)c1, Cc1ccccc1, Cl, [H-], [Na+]. Yields the product CCc1c(OC)cc(C2CN(C)CCC2=O)cc1OC. Reaction SMILES: [CH2:1]([O:2][C:3]([CH2:6][CH2:7][N:8]([CH2:9][CH:10]([C:11](=[O:5])[O:13][CH3:4])[c:15]1[cH:16][c:17]([O:25][CH3:26])[c:18]([CH2:23][CH3:24])[c:19]([O:21][CH3:22])[cH:20]1)[CH3:27])=[O:12])[CH3:14].[CH3:31][c:32]1[cH:33][cH:34][cH:35][cH:36][cH:37]1.[ClH:30].[H-:28].[Na+:29]>>[CH2:6]1[CH2:7][N:8]([CH3:27])[CH2:9][CH:10]([c:15]2[cH:16][c:17]([O:25][CH3:26])[c:18]([CH2:23][CH3:24])[c:19]([O:21][CH3:22])[cH:20]2)[C:11]1=[O:13]. Starting materials: C(C1=CC=CC=C1)OC(NC(C(C)(C)C)C(=O)N1C2C(CC1)N(CC2OC2=CC(=C(C=C2)F)F)C2CCOCC2)=O ({1-[6-(3,4-Difluoro-phenoxy)-4-(tetrahydro-pyran-4-yl)-hexahydro-pyrrolo[3,2-b]pyrrole-1-carbonyl]-2,2-dimethyl-propyl}-carbamic acid benzyl ester), Pd on-carbon. The solvent is CO (MeOH). Conditions: time 2.5 hour. The product is NC(C(=O)N1C2C(CC1)N(CC2OC2=CC(=C(C=C2)F)F)C2CCOCC2)C(C)(C)C (2-Amino-1-[6-(3,4-difluoro-phenoxy)-4-(tetrahydro-pyran-4-yl)-hexahydro-pyrrolo[3,2-b]pyrrol-1-yl]-3,3-dimethyl-butan-1-one). Yield: 95.2%. Reaction SMILES: C(OC(=O)[NH:10][CH:11]([C:16]([N:18]1[CH2:22][CH2:21][CH:20]2[N:23]([CH:35]3[CH2:40][CH2:39][O:38][CH2:37][CH2:36]3)[CH2:24][CH:25]([O:26][C:27]3[CH:32]=[CH:31][C:30]([F:33])=[C:29]([F:34])[CH:28]=3)[CH:19]12)=[O:17])[C:12]([CH3:15])([CH3:14])[CH3:13])C1C=CC=CC=1>CO>[NH2:10][CH:11]([C:12]([CH3:15])([CH3:14])[CH3:13])[C:16]([N:18]1[CH2:22][CH2:21][CH:20]2[N:23]([CH:35]3[CH2:40][CH2:39][O:38][CH2:37][CH2:36]3)[CH2:24][CH:25]([O:26][C:27]3[CH:32]=[CH:31][C:30]([F:33])=[C:29]([F:34])[CH:28]=3)[CH:19]12)=[O:17]. Reported procedure: A mixture of carbamate 25 (170 mg, 0.30 mmol) and 10% Pd-on-carbon (wet, 100 mg, 0.09 mmol) in MeOH (20 mL) was stirred vigorously under 1 atm H2 for 2.5 h. The catalyst was removed by filtration with an Acrodisc® 0.45 μm nylon membrane syringe filter and the solvent was removed in vacuo to afford 125 mg (96%) of 26 as an oil which was carried on without further purification. Mass spectrum, m/z [437.9] (M+H)+. The reactants are FC(C(C(=O)OCC)(C)C)=C (ethyl 3-fluoro-2,2-dimethyl-3-butenoate), [OH-].[K+] (potassium hydroxide). Solvent: C(C)O.O (ethanol water). Yields the product FC(C(C(=O)O)(C)C)=C (3-Fluoro-2,2-dimethylbutenoic acid). The yield is 78.8%. Reaction SMILES: [F:1][C:2](=[CH2:11])[C:3]([CH3:10])([CH3:9])[C:4]([O:6]CC)=[O:5].[OH-].[K+]>C(O)C.O>[F:1][C:2](=[CH2:11])[C:3]([CH3:10])([CH3:9])[C:4]([OH:6])=[O:5] |f:1.2,3.4|. Procedure details: Hydrolysis of the ester (1 g) with 1 g of potassium hydroxide in ethanol/water overnight furnished 0.65 g of the title acid.